This data is from the Open Reaction Database (ORD), a public repository of structured organic reaction records. The task is: describe an organic reaction: reactants, conditions, products, and yield Starting materials: O=C(Cl)c1ccccc1, CC(=O)[O-], CC(=O)[O-], CN(C)Cc1ccccc1, C=C(C)c1ccccc1, Cc1ccc(C)cc1, [Pd+2]. The product is CC(=Cc1ccccc1)c1ccccc1. RXN SMILES: [C:1]([c:2]1[cH:3][cH:4][cH:5][cH:6][cH:7]1)([Cl:8])=[O:9].[C:37]([O-:38])(=[O:39])[CH3:40].[C:42]([O-:43])(=[O:44])[CH3:45].[CH2:19]([N:20]([CH3:21])[CH3:22])[c:23]1[cH:24][cH:25][cH:26][cH:27][cH:28]1.[CH3:10][C:11](=[CH2:12])[c:13]1[cH:14][cH:15][cH:16][cH:17][cH:18]1.[CH3:29][c:30]1[cH:31][cH:32][c:33]([CH3:34])[cH:35][cH:36]1.[Pd+2:41]>>[c:2]1([CH:10]=[C:11]([CH3:12])[c:13]2[cH:14][cH:15][cH:16][cH:17][cH:18]2)[cH:3][cH:4][cH:5][cH:6][cH:7]1. The reactants are BrC1=CC(=C(CN2C(C(C3=CC=CC(=C23)C(F)(F)F)=O)=O)C=C1)F (1-(4-bromo-2-fluorobenzyl)-7-trifluoromethylindoline-2,3-dione), [C-]#N.[K+] (potassium cyanide), O.C([O-])([O-])=O.[NH4+].[NH4+] (ammonium carbonate monohydrate). Solvent: CO (methanol), O (water). Product: BrC1=CC(=C(CN2C(C3(C4=CC=CC(=C24)C(F)(F)F)NC(NC3=O)=O)=O)C=C1)F (1'-(4-bromo-2-fluorobenzyl)-7'-(trifluoromethyl)-spiro[imidazolidine-4,3'-indoline]-2,2',5-trione). Yield: 50.3%. Reaction SMILES: [Br:1][C:2]1[CH:23]=[CH:22][C:5]([CH2:6][N:7]2[C:15]3[C:10](=[CH:11][CH:12]=[CH:13][C:14]=3[C:16]([F:19])([F:18])[F:17])[C:9](=O)[C:8]2=[O:21])=[C:4]([F:24])[CH:3]=1.[C-:25]#[N:26].[K+].[OH2:28].[C:29](=[O:32])([O-])[O-].[NH4+:33].[NH4+]>CO.O>[Br:1][C:2]1[CH:23]=[CH:22][C:5]([CH2:6][N:7]2[C:15]3[C:10](=[CH:11][CH:12]=[CH:13][C:14]=3[C:16]([F:19])([F:17])[F:18])[C:9]3([C:25](=[O:28])[NH:26][C:29](=[O:32])[NH:33]3)[C:8]2=[O:21])=[C:4]([F:24])[CH:3]=1 |f:1.2,3.4.5.6|. Procedure details: A mixture of 1-(4-bromo-2-fluorobenzyl)-7-trifluoromethylindoline-2,3-dione (3.35 g.), potassium cyanide (1.06 g.) and ammonium carbonate monohydrate (7.8 g.) in methanol (150 ml.) and water (150 ml.) was heated at 45°-50° C. for 16 hours. The reaction mixture was cooled and a slight precipitate removed by filtration. The filtrate was acidified (2M hydrochloric acid, 80 ml.). The solid which formed was washed with water and recrystallised from tetrahydrofuran (THF)/petrol 60-80 to give 1'-(4-bro... Starting materials: C(C)(=O)O (acetic acid), C(=O)O (formic acid), BrC=1C=CC2=C(C=C(CCN2)C(=O)OC)C1 (methyl 7-bromo-2,3-dihydro-1H-1-benzazepine-4-carboxylate). The solvent is C1CCOC1 (THF), C1CCOC1 (THF). Run at temperature 50 celsius, time 2 hour. Yields the product BrC=1C=CC2=C(C=C(CCN2C=O)C(=O)OC)C1 (methyl 7-bromo-1-formyl-2,3-dihydro-1H-1-benzazepine-4-carboxylate). As a reaction SMILES: [C:1](O)(=[O:3])C.C(O)=O.[Br:8][C:9]1[CH:10]=[CH:11][C:12]2[NH:18][CH2:17][CH2:16][C:15]([C:19]([O:21][CH3:22])=[O:20])=[CH:14][C:13]=2[CH:23]=1>C1COCC1>[Br:8][C:9]1[CH:10]=[CH:11][C:12]2[N:18]([CH:1]=[O:3])[CH2:17][CH2:16][C:15]([C:19]([O:21][CH3:22])=[O:20])=[CH:14][C:13]=2[CH:23]=1. Reported procedure: To anhydrous acetic acid (0.84 ml) was added dropwise formic acid (0.4 ml), under ice-cooling, and the mixture was stirred, under nitrogen atmosphere, at 50° C. for 2 hours. To the mixture was added THF (5 ml), and to the mixture was added dropwise, under ice-cooling, a solution of methyl 7-bromo-2,3-dihydro-1H-1-benzazepine-4-carboxylate (1.0 g) in THF (15 ml). The mixture was stirred at room temperature overnight. The solvent was evaporated, and to the residue was added water. The mixture was ... Starting materials: C(C1=CC=CC=C1)N1CCN(CC1)CCN (2-(4-benzyl-piperazin-1-yl)-ethylamine), CC1=C(C(=CC(=C1N1CCNCC1)C)C)N (2,4,6-trimethyl-3-piperazin-1-yl-phenylamine), CCN(C(C)C)C(C)C (Hunig's base), ClC(Cl)(OC(OC(Cl)(Cl)Cl)=O)Cl (triphosgene). The solvent is ClCCCl (1,2-dichloroethane), ClCCCl (1,2-dichloroethane). Conditions: time 8 hour. The product is C(C1=CC=CC=C1)N1CCN(CC1)CCNC(=O)NC1=C(C(=C(C=C1C)C)N1CCCCC1)C (1-(2-(4-benzyl-piperazin-1-yl)-ethyl)-3-(2,4,6-trimethyl-3-piperidin-1-yl-phenyl)-urea). The yield is 166.4%. Reaction SMILES: [CH3:1][C:2]1[C:7]([N:8]2[CH2:13][CH2:12]N[CH2:10][CH2:9]2)=[C:6]([CH3:14])[CH:5]=[C:4]([CH3:15])[C:3]=1[NH2:16].[CH3:17]CN(C(C)C)C(C)C.ClC(Cl)(O[C:30](=[O:36])OC(Cl)(Cl)Cl)Cl.[CH2:38]([N:45]1[CH2:50][CH2:49][N:48]([CH2:51][CH2:52][NH2:53])[CH2:47][CH2:46]1)[C:39]1[CH:44]=[CH:43][CH:42]=[CH:41][CH:40]=1>ClCCCl>[CH2:38]([N:45]1[CH2:46][CH2:47][N:48]([CH2:51][CH2:52][NH:53][C:30]([NH:16][C:3]2[C:4]([CH3:15])=[CH:5][C:6]([CH3:14])=[C:7]([N:8]3[CH2:9][CH2:10][CH2:17][CH2:12][CH2:13]3)[C:2]=2[CH3:1])=[O:36])[CH2:49][CH2:50]1)[C:39]1[CH:40]=[CH:41][CH:42]=[CH:43][CH:44]=1. Procedure details: To a solution of 2,4,6-trimethyl-3-piperazin-1-yl-phenylamine (0.2 g, 0.92 mmol) and Hunig's base (0.7 mL, 4.0 mmol) in anhydrous 1,2-dichloroethane (3 mL) at 0° C. was added triphosgene (0.1 g, 0.35 mmol). The mixture was stirred at 0° C. for 30 minutes before the addition of a solution of 2-(4-benzyl-piperazin-1-yl)-ethylamine (0.2 g, 0.92 mmol) in 1,2-dichloroethane (2 mL). The reaction was stirred overnight and partitioned between water and methylene chloride. The organic layer was washed wi...